Dataset: the Open Reaction Database (ORD), a public repository of structured organic reaction records. Task: describe an organic reaction: reactants, conditions, products, and yield Starting materials: CC(=O)[O-], CC(=O)[O-], CN(C)C=O, C=Cc1ccc(C(=O)O)cc1, CCN(C(C)C)C(C)C, O=[N+]([O-])c1cc(Br)c2nc(Nc3ccc(Cl)c(Cl)c3)nc(O)c2c1, [Pd+2], Cc1ccccc1P(c1ccccc1C)c1ccccc1C. Product: O=C(O)c1ccc(C=Cc2cc([N+](=O)[O-])cc3c(O)nc(Nc4ccc(Cl)c(Cl)c4)nc23)cc1. Reaction SMILES: [C:72]([O-:73])(=[O:74])[CH3:75].[C:77]([O-:78])(=[O:79])[CH3:80].[CH3:67][N:68]([CH3:69])[CH:70]=[O:71].[CH:25](=[CH2:26])[c:27]1[cH:28][cH:29][c:30]([C:31](=[O:32])[OH:33])[cH:34][cH:35]1.[CH:58]([N:59]([CH2:60][CH3:61])[CH:62]([CH3:63])[CH3:64])([CH3:65])[CH3:66].[Cl:1][c:2]1[cH:3][c:4]([NH:9][c:10]2[n:11][c:12]3[c:13]([Br:24])[cH:14][c:15]([N+:21](=[O:22])[O-:23])[cH:16][c:17]3[c:18]([OH:20])[n:19]2)[cH:5][cH:6][c:7]1[Cl:8].[Pd+2:76].[c:36]1([CH3:37])[cH:38][cH:39][cH:40][cH:41][c:42]1[P:43]([c:44]1[cH:45][cH:46][cH:47][cH:48][c:49]1[CH3:50])[c:51]1[cH:52][cH:53][cH:54][cH:55][c:56]1[CH3:57]>>[Cl:1][c:2]1[cH:3][c:4]([NH:9][c:10]2[n:11][c:12]3[c:13]([CH:26]=[CH:25][c:27]4[cH:28][cH:29][c:30]([C:31](=[O:32])[OH:33])[cH:34][cH:35]4)[cH:14][c:15]([N+:21](=[O:22])[O-:23])[cH:16][c:17]3[c:18]([OH:20])[n:19]2)[cH:5][cH:6][c:7]1[Cl:8]. Starting materials: C1CCOC1, CN1C(=O)CCC2(C)c3ccc(Br)cc3CCC12, ClC(Cl)Cl, OB(O)c1ccc(O)c(Cl)c1, [Na+], [Na+], O=C([O-])[O-], [Pd], c1ccc(P(c2ccccc2)c2ccccc2)cc1, c1ccc(P(c2ccccc2)c2ccccc2)cc1, c1ccc(P(c2ccccc2)c2ccccc2)cc1, c1ccc(P(c2ccccc2)c2ccccc2)cc1. The product is CN1C(=O)CCC2(C)c3ccc(-c4ccc(O)c(Cl)c4)cc3CCC12. As a reaction SMILES: [CH2:36]1[O:37][CH2:38][CH2:39][CH2:40]1.[CH3:1][N:2]1[C:3](=[O:18])[CH2:4][CH2:5][C:6]2([CH3:17])[c:7]3[c:8]([cH:12][c:13]([Br:16])[cH:14][cH:15]3)[CH2:9][CH2:10][CH:11]12.[CH:41]([Cl:42])([Cl:43])[Cl:44].[Cl:19][c:20]1[cH:21][c:22]([B:27]([OH:28])[OH:29])[cH:23][cH:24][c:25]1[OH:26].[Na+:30].[Na+:31].[O-:32][C:33](=[O:34])[O-:35].[Pd:45].[c:103]1([P:104]([c:105]2[cH:106][cH:107][cH:108][cH:109][cH:110]2)[c:111]2[cH:112][cH:113][cH:114][cH:115][cH:116]2)[cH:117][cH:118][cH:119][cH:120][cH:121]1.[c:46]1([P:47]([c:48]2[cH:49][cH:50][cH:51][cH:52][cH:53]2)[c:54]2[cH:55][cH:56][cH:57][cH:58][cH:59]2)[cH:60][cH:61][cH:62][cH:63][cH:64]1.[c:65]1([P:66]([c:67]2[cH:68][cH:69][cH:70][cH:71][cH:72]2)[c:73]2[cH:74][cH:75][cH:76][cH:77][cH:78]2)[cH:79][cH:80][cH:81][cH:82][cH:83]1.[c:84]1([P:85]([c:86]2[cH:87][cH:88][cH:89][cH:90][cH:91]2)[c:92]2[cH:93][cH:94][cH:95][cH:96][cH:97]2)[cH:98][cH:99][cH:100][cH:101][cH:102]1>>[CH3:1][N:2]1[C:3](=[O:18])[CH2:4][CH2:5][C:6]2([CH3:17])[c:7]3[c:8]([cH:12][c:13](-[c:22]4[cH:21][c:20]([Cl:19])[c:25]([OH:26])[cH:24][cH:23]4)[cH:14][cH:15]3)[CH2:9][CH2:10][CH:11]12. The reactants are NC1=C(C(=O)N)C=CC(=C1)C(F)(F)F (2-amino-4-(trifluoromethyl)benzamide), FC1=CC=C(C=C1)C1C(OC(O1)=O)=O (5-(4-fluorophenyl)-1,3-dioxolane-2,4-dione), C[O-].[Na+] (sodium methoxide), CO (MeOH). Run in C1CCOC1 (THF). Reaction conditions: temperature 50 celsius. Product: FC1=CC=C(C=C1)C(O)C1=NC2=CC(=CC=C2C(=N1)O)C(F)(F)F (((4-fluorophenyl)(hydroxy)methyl)-7-(trifluoromethyl)quinazolin-4-ol). RXN SMILES: [NH2:1][C:2]1[CH:10]=[C:9]([C:11]([F:14])([F:13])[F:12])[CH:8]=[CH:7][C:3]=1[C:4]([NH2:6])=[O:5].[F:15][C:16]1[CH:21]=[CH:20][C:19]([CH:22]2[O:26]C(=O)O[C:23]2=O)=[CH:18][CH:17]=1.C[O-].[Na+].CO>C1COCC1>[F:15][C:16]1[CH:21]=[CH:20][C:19]([CH:22]([C:23]2[N:6]=[C:4]([OH:5])[C:3]3[C:2](=[CH:10][C:9]([C:11]([F:12])([F:13])[F:14])=[CH:8][CH:7]=3)[N:1]=2)[OH:26])=[CH:18][CH:17]=1 |f:2.3|. Procedure details: To 2-amino-4-(trifluoromethyl)benzamide (840 mg, 4.16 mmol), in THF (15 mL) was added 5-(4-fluorophenyl)-1,3-dioxolane-2,4-dione from Example 16 (1225 mg, 6.24 mmol) and the mixture was heated at 50° C. for 4 h. The solvent was evaporated and the crude 2-(2-(4-fluorophenyl)-2-hydroxyacetamido)-4-(trifluoromethyl)benzamide was dissolved in MeOH (10 mL), added 0.5 M sodium methoxide in MeOH (2.5 mL, 1.25 mmol) and the reaction mixture was heated at 50° C. for 1 h. The solvent was evaporated and th... Starting materials: NC=1C(=NC2=CC=CC=C2C1NCC(C)(O)C)Cl (1-[(3-amino-2-chloro-4-quinolinyl)amino]-2-methyl-2-propanol), COCCN=C=S (2-methoxyethyl isothiocyanate). Yields the product ClC1=NC=2C=CC=CC2C2=C1N=C(N2CC(C)(O)C)NCCOC (1-{4-chloro-2-[(2-methoxyethyl)amino]-1H-imidazo[4,5-c]quinolin-1-yl}-2-methylpropan-2-ol). The yield is 65.7%. As a reaction SMILES: [NH2:1][C:2]1[C:3]([Cl:18])=[N:4][C:5]2[C:10]([C:11]=1[NH:12][CH2:13][C:14]([CH3:17])([OH:16])[CH3:15])=[CH:9][CH:8]=[CH:7][CH:6]=2.[CH3:19][O:20][CH2:21][CH2:22][N:23]=[C:24]=S>>[Cl:18][C:3]1[C:2]2[N:1]=[C:24]([NH:23][CH2:22][CH2:21][O:20][CH3:19])[N:12]([CH2:13][C:14]([CH3:15])([OH:16])[CH3:17])[C:11]=2[C:10]2[CH:9]=[CH:8][CH:7]=[CH:6][C:5]=2[N:4]=1. Reported procedure: The method described in Part A of Example 7 was used to treat 1-[(3-amino-2-chloro-4-quinolinyl)amino]-2-methyl-2-propanol (3.00 g, 11.3 mmol) with 2-methoxyethyl isothiocyanate (1.59 g, 13.6 mmol) to provide 2.59 g of 1-{4-chloro-2-[(2-methoxyethyl)amino]-1H-imidazo[4,5-c]quinolin-1-yl}-2-methylpropan-2-ol after chromatographic purification. Reactants: O=C([O-])[O-], CCOC(Cc1c(C)cc(O)cc1C)C(=O)OC, Cc1nc(-c2ccc(C(F)(F)F)cc2)sc1CCl, [Cs+], [Cs+], [I-], [K+]. The product is CCOC(Cc1c(C)cc(OCc2sc(-c3ccc(C(F)(F)F)cc3)nc2C)cc1C)C(=O)OC. As a reaction SMILES: [C:37](=[O:38])([O-:39])[O-:40].[CH3:1][O:2][C:3]([CH:4]([CH2:5][c:6]1[c:7]([CH3:14])[cH:8][c:9]([OH:13])[cH:10][c:11]1[CH3:12])[O:15][CH2:16][CH3:17])=[O:18].[Cl:19][CH2:20][c:21]1[c:22]([CH3:36])[n:23][c:24](-[c:26]2[cH:27][cH:28][c:29]([C:32]([F:33])([F:34])[F:35])[cH:30][cH:31]2)[s:25]1.[Cs+:41].[Cs+:42].[I-:44].[K+:43]>>[CH3:1][O:2][C:3]([CH:4]([CH2:5][c:6]1[c:7]([CH3:14])[cH:8][c:9]([O:13][CH2:20][c:21]2[c:22]([CH3:36])[n:23][c:24](-[c:26]3[cH:27][cH:28][c:29]([C:32]([F:33])([F:34])[F:35])[cH:30][cH:31]3)[s:25]2)[cH:10][c:11]1[CH3:12])[O:15][CH2:16][CH3:17])=[O:18].